This data is from the Open Reaction Database (ORD), a public repository of structured organic reaction records. The task is: describe an organic reaction: reactants, conditions, products, and yield Reactants: C1CCOC1, C[Mg+], COc1ccc(C=O)cc1OC1CCCC1, COc1cc(C=O)cc(OC2CCCC2)c1, [Cl-], [Cl-], Cl, [NH4+]. The product is COc1ccc(C(C)O)cc1OC1CCCC1. RXN SMILES: [CH2:39]1[O:40][CH2:41][CH2:42][CH2:43]1.[CH3:37][Mg+:38].[CH:1]1([O:6][c:7]2[cH:8][c:9]([CH:10]=[O:11])[cH:12][cH:13][c:14]2[O:15][CH3:16])[CH2:2][CH2:3][CH2:4][CH2:5]1.[CH:20]1([O:21][c:22]2[cH:23][c:24]([CH:30]=[O:31])[cH:25][c:26]([O:27][CH3:28])[cH:29]2)[CH2:32][CH2:33][CH2:34][CH2:35]1.[Cl-:17].[Cl-:36].[ClH:19].[NH4+:18]>>[CH:1]1([O:6][c:7]2[cH:8][c:9]([CH:10]([OH:11])[CH3:20])[cH:12][cH:13][c:14]2[O:15][CH3:16])[CH2:2][CH2:3][CH2:4][CH2:5]1.